From a dataset of the Open Reaction Database (ORD), a public repository of structured organic reaction records. describe an organic reaction: reactants, conditions, products, and yield Starting materials: COC(=O)c1ccc(C(=O)NN=C(C)c2nn(Cc3ccccc3)c(-c3ccc(C(C)(C)C)cc3)c2O)cc1, CO, Cl, [Na+], [OH-], O. Yields the product CC(=NNC(=O)c1ccc(C(=O)O)cc1)c1nn(Cc2ccccc2)c(-c2ccc(C(C)(C)C)cc2)c1O. As a reaction SMILES: [CH2:1]([c:2]1[cH:3][cH:4][cH:5][cH:6][cH:7]1)[n:8]1[n:9][c:10]([C:24]([CH3:25])=[N:26][NH:27][C:28](=[O:29])[c:30]2[cH:31][cH:32][c:33]([C:34](=[O:35])[O:36][CH3:37])[cH:38][cH:39]2)[c:11]([OH:23])[c:12]1-[c:13]1[cH:14][cH:15][c:16]([C:19]([CH3:20])([CH3:21])[CH3:22])[cH:17][cH:18]1.[CH3:40][OH:41].[ClH:44].[Na+:43].[OH-:42].[OH2:45]>>[CH2:1]([c:2]1[cH:3][cH:4][cH:5][cH:6][cH:7]1)[n:8]1[n:9][c:10]([C:24]([CH3:25])=[N:26][NH:27][C:28](=[O:29])[c:30]2[cH:31][cH:32][c:33]([C:34](=[O:35])[OH:36])[cH:38][cH:39]2)[c:11]([OH:23])[c:12]1-[c:13]1[cH:14][cH:15][c:16]([C:19]([CH3:20])([CH3:21])[CH3:22])[cH:17][cH:18]1. Starting materials: BrCC=1C2=CC=CC=C2C=C2C=CC=CC12 (9-bromomethyl-anthracene), [N-]=[N+]=[N-].[Na+] (sodium azide). The solvent is CN(C=O)C (dimethylformamide). The product is N(=[N+]=[N-])CC=1C2=CC=CC=C2C=C2C=CC=CC12 (9-azidomethyl-anthracene). Yield: 87.5%. Reaction SMILES: Br[CH2:2][C:3]1[C:4]2[C:9]([CH:10]=[C:11]3[C:16]=1[CH:15]=[CH:14][CH:13]=[CH:12]3)=[CH:8][CH:7]=[CH:6][CH:5]=2.[N-:17]=[N+:18]=[N-:19].[Na+]>CN(C)C=O>[N:17]([CH2:2][C:3]1[C:4]2[C:9]([CH:10]=[C:11]3[C:16]=1[CH:15]=[CH:14][CH:13]=[CH:12]3)=[CH:8][CH:7]=[CH:6][CH:5]=2)=[N+:18]=[N-:19] |f:1.2|. Reported procedure: A solution of 9-bromomethyl-anthracene (7.85 g, 29.0 mmol) and sodium azide (7.79 g, 120 mmol) in dimethylformamide (DMF, 190 mL) was heated at 50° C. for 30 minutes. The mixture was cooled to room temperature, and extracted with ether, and the ether layers were washed with water, dried over MgSO4 and concentrated to give 9-azidomethyl-anthracene as yellow crystals (5.92 g, 87% yield). 1H NMR (CDCl3) δ 8.53 (1H, s), 8.31 (2H, d), 8.07 (2H, d), 7.61 (2H, dd), 7.53 (2H, dd), 5.35 (2H, s). RXN SMILES: [CH3:1][C:2]1([N:8]2[CH2:9][CH2:10][CH:11]([N:14]3[C:15](=[O:23])[NH:16][CH:17]4[CH:18]3[CH2:19][CH2:20][CH2:21][CH2:22]4)[CH2:12][CH2:13]2)[CH2:3][CH2:4][NH:5][CH2:6][CH2:7]1.[CH:24]([N:25]([CH:26]([CH3:27])[CH3:28])[CH2:29][CH3:30])([CH3:31])[CH3:32].[Cl:33][C:34](=[O:35])[O:36][CH:37]([CH3:38])[CH3:39].[Cl:40][CH2:41][Cl:42]>>[CH3:1][C:2]1([N:8]2[CH2:9][CH2:10][CH:11]([N:14]3[C:15](=[O:23])[NH:16][CH:17]4[CH:18]3[CH2:19][CH2:20][CH2:21][CH2:22]4)[CH2:12][CH2:13]2)[CH2:3][CH2:4][N:5]([C:34](=[O:35])[O:36][CH:37]([CH3:38])[CH3:39])[CH2:6][CH2:7]1. Yields the product CC(C)OC(=O)N1CCC(C)(N2CCC(N3C(=O)NC4CCCCC43)CC2)CC1. Starting materials: CC1(N2CCC(N3C(=O)NC4CCCCC43)CC2)CCNCC1, CCN(C(C)C)C(C)C, CC(C)OC(=O)Cl, ClCCl. Isolated yield 90.5%. Reactants: FC=1C=CC(=C(C1)CO)CCC1=CC=C(C=C1)OC ({5-Fluoro-2-[2-(4-methoxyphenyl)ethyl]phenyl}methanol), Br.C1(=CC=CC=C1)[PH+](C1=CC=CC=C1)C1=CC=CC=C1 (triphenylphosphonium hydrobromide). Yields the product [Br-].FC=1C=CC(=C(C[P+](C2=CC=CC=C2)(C2=CC=CC=C2)C2=CC=CC=C2)C1)CCC1=CC=C(C=C1)OC ({5-Fluoro-2-[2-(4-methoxyphenyl)ethyl]benzyl}triphenylphosphonium bromide). Solvent: C(C)#N (acetonitrile). Reaction SMILES: [F:1][C:2]1[CH:3]=[CH:4][C:5]([CH2:10][CH2:11][C:12]2[CH:17]=[CH:16][C:15]([O:18][CH3:19])=[CH:14][CH:13]=2)=[C:6]([CH2:8]O)[CH:7]=1.[BrH:20].[C:21]1([PH+:27]([C:34]2[CH:39]=[CH:38][CH:37]=[CH:36][CH:35]=2)[C:28]2[CH:33]=[CH:32][CH:31]=[CH:30][CH:29]=2)[CH:26]=[CH:25][CH:24]=[CH:23][CH:22]=1>C(#N)C>[Br-:20].[F:1][C:2]1[CH:3]=[CH:4][C:5]([CH2:10][CH2:11][C:12]2[CH:17]=[CH:16][C:15]([O:18][CH3:19])=[CH:14][CH:13]=2)=[C:6]([CH:7]=1)[CH2:8][P+:27]([C:28]1[CH:29]=[CH:30][CH:31]=[CH:32][CH:33]=1)([C:34]1[CH:39]=[CH:38][CH:37]=[CH:36][CH:35]=1)[C:21]1[CH:22]=[CH:23][CH:24]=[CH:25][CH:26]=1 |f:1.2,4.5|. Procedure details: A solution of 5.95 g (22.86 mmol) of {5-fluoro-2-[2-(4-methoxyphenyl)ethyl]phenyl}methanol from Example 31A in 130 ml of acetonitrile is mixed with 7.45 g (21.71 mmol) of triphenylphosphonium hydrobromide and heated to reflux for 3 hours. The reaction solution is then concentrated to dryness, and the resulting oil is taken up and triturated in diethyl ether. The product crystallizes as a white solid during this. After filtration, the solid is dried in a drying oven at 50° C. overnight. 11.5 g (7... Starting materials: C1CCOC1, [Li]CCCC, BrC1CC1, CON(C)C(=O)c1ccc(Cl)nc1. Product: O=C(c1ccc(Cl)nc1)C1CC1. RXN SMILES: [CH2:23]1[O:24][CH2:25][CH2:26][CH2:27]1.[CH2:5]([Li:6])[CH2:7][CH2:8][CH3:9].[CH:1]1([Br:4])[CH2:2][CH2:3]1.[Cl:10][c:11]1[cH:12][cH:13][c:14]([C:17](=[O:18])[N:19]([CH3:20])[O:21][CH3:22])[cH:15][n:16]1>>[CH:1]1([C:17]([c:14]2[cH:13][cH:12][c:11]([Cl:10])[n:16][cH:15]2)=[O:18])[CH2:2][CH2:3]1.